From a dataset of the Open Reaction Database (ORD), a public repository of structured organic reaction records. describe an organic reaction: reactants, conditions, products, and yield Reactants: C(C)(C)(C)N (t-butylamine), C(C)(C)(C)NNCC(=O)C=1C=CC(=C(C1)CC#N)O (5-[N-(t-butylamino)glycyl]-2-hydroxyphenylacetonitrile), C1(=CC=CC=C1)NC(C)(C)C (phenyl-t-butylamine), NC(=O)N (aminoketone). Yields the product OC1=C(C=C(C=C1)C(CNC(C)(C)C)O)CC#N (2-hydroxy-5-[1-hydroxy-2-(t-butylamino)ethyl]-benzeneacetonitrile). RXN SMILES: [C:1]([NH2:5])([CH3:4])([CH3:3])[CH3:2].C1(NC(C)(C)C)C=CC=CC=1.NC(N)=O.C(NN[CH2:27][C:28]([C:30]1[CH:31]=[CH:32][C:33]([OH:39])=[C:34]([CH2:36][C:37]#[N:38])[CH:35]=1)=[O:29])(C)(C)C>>[OH:39][C:33]1[CH:32]=[CH:31][C:30]([CH:28]([OH:29])[CH2:27][NH:5][C:1]([CH3:4])([CH3:3])[CH3:2])=[CH:35][C:34]=1[CH2:36][C:37]#[N:38]. Procedure details: The procedure of Example 1(c) is repeated with substitution of an equimolar amount of t-butylamine for phenyl-t-butylamine in that example. The resulting aminoketone, 5-[N-(t-butylamino)glycyl]-2-hydroxyphenylacetonitrile is reduced according to the procedure of Example 1(d) to yield 2-hydroxy-5-[1-hydroxy-2-(t-butylamino)ethyl]-benzeneacetonitrile. Reactants: C([O-])([O-])=O.[K+].[K+] (potassium carbonate), ClC1=CC=C(C=C1)CS(=O)(=O)F (4-chlorophenylmethanesulphonyl fluoride), ClC1=CC=C(C(CBr)=O)C=C1 (4-chlorophenacyl bromide). The reagents and catalysts are [Br-].C(CCC)[N+](CCCC)(CCCC)CCCC (tetrabutylammonium bromide). The solvent is O1CCCC1 (tetrahydrofuran). The product is ClC1=CC=C(C=C1)C(\C=C\C1=CC=C(C=C1)Cl)=O (trans-1,3-di-(4-chlorophenyl)-prop-2-en-1-one). Isolated yield 68.7%. RXN SMILES: C(=O)([O-])[O-].[K+].[K+].[Cl:7][C:8]1[CH:13]=[CH:12][C:11]([CH2:14]S(F)(=O)=O)=[CH:10][CH:9]=1.[Cl:19][C:20]1[CH:29]=[CH:28][C:23]([C:24](=[O:27])[CH2:25]Br)=[CH:22][CH:21]=1>[Br-].C([N+](CCCC)(CCCC)CCCC)CCC.O1CCCC1>[Cl:19][C:20]1[CH:29]=[CH:28][C:23]([C:24](=[O:27])/[CH:25]=[CH:14]/[C:11]2[CH:12]=[CH:13][C:8]([Cl:7])=[CH:9][CH:10]=2)=[CH:22][CH:21]=1 |f:0.1.2,5.6|. Procedure details: A catalytic amount (about 300 mg) of tetrabutylammonium bromide and 68 g of powdered anydrous potassium carbonate were added to a solution of 21.8 g 4-chlorophenylmethanesulphonyl fluoride and 23.3 g of 4-chlorophenacyl bromide in 200 ml of tetrahydrofuran at room temperature, while stirring. The mixture was stirred for a further 8 hours at 50° C. The reaction mixture was allowed to cool down to room temperature and was then filtered to remove inorganic substances which had precipitated. The org... Reactants: BrCC(=O)C1CC1 (2-bromo-1-cyclopropylethanone), CC=1C(=NC=CN1)N (3-Methylpyrazin-2-amine), C(O)([O-])=O.[Na+] (sodium hydrogen carbonate). The solvent is C1CCOC1 (THF), COCCOC (1,2-dimethoxyethane). Run at time 70 hour. Product: C1(CC1)C=1N=C2N(C=CN=C2C)C1 (2-cyclopropyl-8-methylimidazo[1,2-a]pyrazine). Isolated yield 43.0%. Reaction SMILES: [CH3:1][C:2]1[C:3]([NH2:8])=[N:4][CH:5]=[CH:6][N:7]=1.Br[CH2:10][C:11]([CH:13]1[CH2:15][CH2:14]1)=O.C(=O)([O-])O.[Na+]>COCCOC.C1COCC1>[CH:13]1([C:11]2[N:8]=[C:3]3[C:2]([CH3:1])=[N:7][CH:6]=[CH:5][N:4]3[CH:10]=2)[CH2:15][CH2:14]1 |f:2.3|. Reported procedure: [step 1] 3-Methylpyrazin-2-amine (16 g, 147 mmol) was dissolved in 1,2-dimethoxyethane (122 mL) and THF (61 mL), 2-bromo-1-cyclopropylethanone (36 g, 220 mmol) was added, and the mixture was stirred at room temperature for 70 hr. Saturated aqueous sodium hydrogen carbonate solution was added to the mixture, and the mixture was extracted 3 times with chloroform. The combined organic layers were dried over anhydrous magnesium sulfate, and concentrated under reduced pressure. The residue was purifi...